This data is from the Open Reaction Database (ORD), a public repository of structured organic reaction records. The task is: describe an organic reaction: reactants, conditions, products, and yield Starting materials: O=C([O-])[O-], CCCCBr, CC(C)=O, CC(=O)NC(=S)Nc1c(Cl)cccc1Cl, [K+], [K+]. Yields the product CCCCSC(=NC(C)=O)Nc1c(Cl)cccc1Cl. RXN SMILES: [C:16](=[O:17])([O-:18])[O-:19].[CH2:22]([CH2:23][CH2:24][CH3:25])[Br:26].[CH3:27][C:28](=[O:29])[CH3:30].[Cl:1][c:2]1[c:3]([NH:9][C:10](=[S:11])[NH:12][C:13]([CH3:14])=[O:15])[c:4]([Cl:8])[cH:5][cH:6][cH:7]1.[K+:20].[K+:21]>>[Cl:1][c:2]1[c:3]([NH:9][C:10]([S:11][CH2:22][CH2:23][CH2:24][CH3:25])=[N:12][C:13]([CH3:14])=[O:15])[c:4]([Cl:8])[cH:5][cH:6][cH:7]1.